Dataset: the Open Reaction Database (ORD), a public repository of structured organic reaction records. Task: describe an organic reaction: reactants, conditions, products, and yield Reactants: COC(=O)C=Cc1c(-c2ccccc2)ccnc1C, CCO. As a reaction SMILES: [CH3:1][c:2]1[n:3][cH:4][cH:5][c:6](-[c:14]2[cH:15][cH:16][cH:17][cH:18][cH:19]2)[c:7]1[CH:8]=[CH:9][C:10](=[O:11])[O:12][CH3:13].[CH3:20][CH2:21][OH:22]>>[CH3:1][c:2]1[n:3][cH:4][cH:5][c:6](-[c:14]2[cH:15][cH:16][cH:17][cH:18][cH:19]2)[c:7]1[CH2:8][CH2:9][C:10](=[O:11])[O:12][CH3:13]. Product: COC(=O)CCc1c(-c2ccccc2)ccnc1C.